From a dataset of the Open Reaction Database (ORD), a public repository of structured organic reaction records. describe an organic reaction: reactants, conditions, products, and yield Starting materials: [N+](=O)([O-])C1=CC=C(OC=2C=C3C(=NN(C3=CC2)C2OCCCC2)C=O)C=C1 ((R/S) 5-(4-nitrophenoxy)-1-(tetrahydro-2H-pyran-2-yl)-1H-indazole-3-carbaldehyde), CN(C(OC(C)(C)C)=O)CCNC (tert-butyl N-methyl-N-[2-(methylamino)ethyl]carbamate), [BH-](OC(=O)C)(OC(=O)C)OC(=O)C.[Na+] (NaBH(OAc)3). Run in ClCCCl (1,2-dichloroethane). Run at time 8 hour. Yields the product CN(C(OC(C)(C)C)=O)CCN(CC1=NN(C2=CC=C(C=C12)OC1=CC=C(C=C1)[N+](=O)[O-])C1OCCCC1)C ((R/S) tert-butyl methyl(2-(methyl((5-(4-nitrophenoxy)-1-(tetrahydro-2H-pyran-2-yl)-1H-indazol-3-yl)methyl)amino)ethyl)carbamate). Yield: 94.9%. RXN SMILES: [N+:1]([C:4]1[CH:27]=[CH:26][C:7]([O:8][C:9]2[CH:10]=[C:11]3[C:15](=[CH:16][CH:17]=2)[N:14]([CH:18]2[CH2:23][CH2:22][CH2:21][CH2:20][O:19]2)[N:13]=[C:12]3C=O)=[CH:6][CH:5]=1)([O-:3])=[O:2].[CH3:28][N:29]([CH2:37][CH2:38][NH:39][CH3:40])[C:30](=[O:36])[O:31][C:32]([CH3:35])([CH3:34])[CH3:33].[BH-](OC(C)=O)(OC(C)=O)O[C:43](C)=O.[Na+]>ClCCCl>[CH3:28][N:29]([CH2:37][CH2:38][N:39]([CH3:43])[CH2:40][C:12]1[C:11]2[C:15](=[CH:16][CH:17]=[C:9]([O:8][C:7]3[CH:26]=[CH:27][C:4]([N+:1]([O-:3])=[O:2])=[CH:5][CH:6]=3)[CH:10]=2)[N:14]([CH:18]2[CH2:23][CH2:22][CH2:21][CH2:20][O:19]2)[N:13]=1)[C:30](=[O:36])[O:31][C:32]([CH3:35])([CH3:34])[CH3:33] |f:2.3|. Procedure details: To a solution of (R/S) 5-(4-nitrophenoxy)-1-(tetrahydro-2H-pyran-2-yl)-1H-indazole-3-carbaldehyde (300 mg, 0.82 mmol, 1.00 equiv) and tert-butyl N-methyl-N-[2-(methylamino)ethyl]carbamate (170 mg, 0.90 mmol, 1.11 equiv) in 1,2-dichloroethane (40 mL) was added NaBH(OAc)3 (520 mg). The reaction was stirred at room temperature overnight and then quenched with 50 mL of water. The resulting mixture was extracted with 3×200 mL of ethyl acetate. The combined organic layers was dried over anhydrous sodi... Starting materials: ClC1=CC(=C(C=C1)N1C(C2CCCCC2(C1=N)O)=S)F (2-(4-chloro-2-fluorophenyl)-3a-hydroxy-3-imino-octahydroisoindol-1-thione), Cl (hydrochloric acid), O (water). The solvent is C(C)O (ethanol). The product is ClC1=CC(=C(C=C1)N1C(C2CCCCC2(C1=O)O)=S)F (2-(4-Chloro-2-fluorophenyl)-3a-hydroxy-1-thioxo-octahydroisoindol-3-one). Isolated yield 83.0%. RXN SMILES: [Cl:1][C:2]1[CH:7]=[CH:6][C:5]([N:8]2[C:16](=N)[C:15]3([OH:18])[CH:10]([CH2:11][CH2:12][CH2:13][CH2:14]3)[C:9]2=[S:19])=[C:4]([F:20])[CH:3]=1.Cl.[OH2:22]>C(O)C>[Cl:1][C:2]1[CH:7]=[CH:6][C:5]([N:8]2[C:16](=[O:22])[C:15]3([OH:18])[CH:10]([CH2:11][CH2:12][CH2:13][CH2:14]3)[C:9]2=[S:19])=[C:4]([F:20])[CH:3]=1. Reported procedure: In 220 ml of ethanol was suspended 25.0 g of 2-(4-chloro-2-fluorophenyl)-3a-hydroxy-3-imino-octahydroisoindol-1-thione and 20 ml of concentrated hydrochloric acid was added to the suspension, followed by stirring at 50° to 60° C. for several minutes. After cooling, 200 ml of water was added to the mixture, and the resulting crystals were collected by filtration, washed with 50% ethanol and dried, thereby producing 20.8 g (yield of 83%) of the subject compound. Recrystallization from ethanol yiel... Starting materials: S1C(=NC2=C1C=CC=C2)OC=2C=CC1=C(SC(=C1)CO)C2 ([6-(benzothiazol-2-yloxy)-benzo[b]thiophen-2-yl]-methanol), S(=O)(Cl)Cl (thionyl chloride). Run in C(Cl)Cl (DCM). Reaction conditions: temperature 0 celsius, time 2 hour. Yields the product ClCC1=CC2=C(S1)C=C(C=C2)OC=2SC1=C(N2)C=CC=C1 (2-(2-Chloromethyl-benzo[b]thiophen-6-yloxy)-benzothiazole). Isolated yield 64.0%. As a reaction SMILES: [S:1]1[C:5]2[CH:6]=[CH:7][CH:8]=[CH:9][C:4]=2[N:3]=[C:2]1[O:10][C:11]1[CH:12]=[CH:13][C:14]2[CH:18]=[C:17]([CH2:19]O)[S:16][C:15]=2[CH:21]=1.S(Cl)([Cl:24])=O>C(Cl)Cl>[Cl:24][CH2:19][C:17]1[S:16][C:15]2[CH:21]=[C:11]([O:10][C:2]3[S:1][C:5]4[CH:6]=[CH:7][CH:8]=[CH:9][C:4]=4[N:3]=3)[CH:12]=[CH:13][C:14]=2[CH:18]=1. Procedure: To a cooled (0° C.) solution [6-(benzothiazol-2-yloxy)-benzo[b]thiophen-2-yl]-methanol (256 mg, 0.8 mmol) in DCM (8 mL) was added thionyl chloride (60 μL, 98 mg, 0.8 mmol) and the reaction mixture was stirred (0° C., 2 h). The reaction mixture was partitioned between EtOAc (20 mL) and saturated NaHCO3 (10 mL). The organic layer was separated and the aqueous layer was extracted with EtOAc (2×20 mL). The organic layer was dried, filtered and concentrated in vacuo. The resulting residue was purifie...